From a dataset of the Open Reaction Database (ORD), a public repository of structured organic reaction records. describe an organic reaction: reactants, conditions, products, and yield The reactants are C(CC(=O)OCC)(=O)OCC (diethyl malonate), CC[O-].[Na+] (NaOEt), CC1=NC=C(C=N1)C=CC(CCC=C)=O (1-(2-Methylpyrimidin-5-yl)-3-oxo-hepta-1,6-diene). Run in CCO (EtOH), TBF. Conditions: time 1.5 hour. Yields the product C(C)OC(C(C(CC(CCC=C)=O)C=1C=NC(=NC1)C)C(=O)OCC)=O (2-(Carboethoxy)-3-(2-methylpyrimidin-5-yl)-5-oxo-non-8-enoic acid ethyl ester). RXN SMILES: [CH3:1][C:2]1[N:7]=[CH:6][C:5]([CH:8]=[CH:9][C:10](=[O:15])[CH2:11][CH2:12][CH:13]=[CH2:14])=[CH:4][N:3]=1.[C:16]([O:24][CH2:25][CH3:26])(=[O:23])[CH2:17][C:18]([O:20][CH2:21][CH3:22])=[O:19].CC[O-].[Na+]>CCO>[CH2:21]([O:20][C:18](=[O:19])[CH:17]([C:16]([O:24][CH2:25][CH3:26])=[O:23])[CH:8]([C:5]1[CH:6]=[N:7][C:2]([CH3:1])=[N:3][CH:4]=1)[CH2:9][C:10](=[O:15])[CH2:11][CH2:12][CH:13]=[CH2:14])[CH3:22] |f:2.3|. Reported procedure: The enone 15-3 (5.73 g, 28.4 mmol) was dissolved in TBF (200 mL) and EtOH (80 mL) at room temperature. To this was added diethyl malonate (6.46 mL, 42.5 mmol) and NaOEt (1 mL, 2.8 mmol) and the mixture stirred for 1.5 hours. The solution was partitioned between saturated NaHCO3 solution and EtOAc, washed with water, brine, dried (MgSO4) and concentrated in vacuo. The residue was purified by silica gel chromatography (eluting with EtOAc) to give the diester 15-4 as an oil. The reactants are C1CCOC1, COC(=O)c1ccc2c(-c3ccc(F)cc3)cn(C)c2c1, [Li+], [OH-], O, O. RXN SMILES: [CH2:25]1[O:26][CH2:27][CH2:28][CH2:29]1.[F:1][c:2]1[cH:3][cH:4][c:5](-[c:8]2[cH:9][n:10]([CH3:21])[c:11]3[cH:12][c:13]([C:17](=[O:18])[O:19][CH3:20])[cH:14][cH:15][c:16]23)[cH:6][cH:7]1.[Li+:23].[OH-:22].[OH2:24].[OH2:30]>>[F:1][c:2]1[cH:3][cH:4][c:5](-[c:8]2[cH:9][n:10]([CH3:21])[c:11]3[cH:12][c:13]([C:17](=[O:18])[OH:19])[cH:14][cH:15][c:16]23)[cH:6][cH:7]1. The product is Cn1cc(-c2ccc(F)cc2)c2ccc(C(=O)O)cc21. Reactants: N1(CCSCC1)C(=O)N1CC(CC(C1)C1=CC=C(C=C1)CC(F)(F)F)C(=O)O (1-(Thiomorpholin-4-ylcarbonyl)-5-[4-(2,2,2-trifluoroethyl)phenyl]piperidine-3-carboxylic acid), ON=C(CCOC)N (N′-hydroxy-3-methoxypropanimidamide). Product: COCCC1=NOC(=N1)C1CN(CC(C1)C1=CC=C(C=C1)CC(F)(F)F)C(=O)N1CCSCC1 ({3-[3-(2-Methoxyethyl)-1,2,4-oxadiazol-5-yl]-5-[4-(2,2,2-trifluoroethyl)phenyl]piperidin-1-yl}-(thiomorpholin-4-yl)methanone). RXN SMILES: [N:1]1([C:7]([N:9]2[CH2:14][CH:13]([C:15]3[CH:20]=[CH:19][C:18]([CH2:21][C:22]([F:25])([F:24])[F:23])=[CH:17][CH:16]=3)[CH2:12][CH:11]([C:26](O)=[O:27])[CH2:10]2)=[O:8])[CH2:6][CH2:5][S:4][CH2:3][CH2:2]1.O[N:30]=[C:31]([NH2:36])[CH2:32][CH2:33][O:34][CH3:35]>>[CH3:35][O:34][CH2:33][CH2:32][C:31]1[N:36]=[C:26]([CH:11]2[CH2:12][CH:13]([C:15]3[CH:16]=[CH:17][C:18]([CH2:21][C:22]([F:24])([F:25])[F:23])=[CH:19][CH:20]=3)[CH2:14][N:9]([C:7]([N:1]3[CH2:2][CH2:3][S:4][CH2:5][CH2:6]3)=[O:8])[CH2:10]2)[O:27][N:30]=1. Procedure details: According to General Method 6A, 300 mg (0.720 mmol) of the compound from Example 45A and 93.6 mg (0.792 mmol) of N′-hydroxy-3-methoxypropanimidamide were reacted Yield: 231 mg (63% of theory, approx. 15% trans isomer) Reactants: Cl.ClC=1C(=C(N)C=CC1)OCC(F)(F)F (3-chloro-2-(2,2,2-trifluoroethoxy)aniline hydrochloride), N(=O)[O-].[Na+] (Sodium nitrite), O.O.Cl[Sn]Cl (SnCl2.2H2O), [OH-].[Na+] (NaOH). Run in CCOCC (Et2O), Cl (HCl), CCCCCC (hexane), O (H2O), Cl (HCl), O (H2O), Cl (HCl). Conditions: temperature -10 celsius, time 30 minute. The product is Cl.ClC=1C(=C(C=CC1)NN)OCC(F)(F)F (3-Chloro-2-(2,2,2-trifluoroethoxy)phenylhydrazine Hydrochloride). RXN SMILES: Cl.[Cl:2][C:3]1[C:4]([O:10][CH2:11][C:12]([F:15])([F:14])[F:13])=[C:5]([CH:7]=[CH:8][CH:9]=1)[NH2:6].[N:16]([O-])=O.[Na+].O.O.Cl[Sn]Cl.[OH-].[Na+]>O.Cl.CCOCC.CCCCCC>[ClH:2].[Cl:2][C:3]1[C:4]([O:10][CH2:11][C:12]([F:14])([F:13])[F:15])=[C:5]([NH:6][NH2:16])[CH:7]=[CH:8][CH:9]=1 |f:0.1,2.3,4.5.6,7.8,13.14|. Reported procedure: A mixture of 3-chloro-2-(2,2,2-trifluoroethoxy)aniline hydrochloride (20 g, 77 mmol), concentrated HCl (50 mL), and H2O (30 mL) was cooled to -10° C. Sodium nitrite (10.7 g, 155 mmol) dissolved in H2O (30 mL) was added dropwise at a rate to maintain the temperature below -5° C. The solution was stirred for an additional 30 minutes. At the end of this time SnCl2.2H2O (65 g, 289 mmol) in 125 mL of 6N HCl was added dropwise over 1 hour at 0° C. When addition was complete the mixture was allowed to ... Starting materials: CC(C)=O, O, CC1(C)SC2C(NC(c3ccccc3)(c3ccccc3)c3ccccc3)C(=O)N2C1c1nnnn1Cc1ccco1, Cc1ccc(S(=O)(=O)O)cc1. Yields the product CC1(C)SC2C(N)C(=O)N2C1c1nnnn1Cc1ccco1, Cc1ccc(S(=O)(=O)[O-])cc1. As a reaction SMILES: [CH3:54][C:55](=[O:56])[CH3:57].[OH2:42].[c:1]1([C:2]([c:3]2[cH:4][cH:5][cH:6][cH:7][cH:8]2)([c:9]2[cH:10][cH:11][cH:12][cH:13][cH:14]2)[NH:20][CH:21]2[CH:22]3[N:23]([CH:24]([c:29]4[n:30][n:31][n:32][n:33]4[CH2:34][c:35]4[cH:36][cH:37][cH:38][o:39]4)[C:25]([CH3:27])([CH3:28])[S:26]3)[C:40]2=[O:41])[cH:15][cH:16][cH:17][cH:18][cH:19]1.[c:43]1([CH3:53])[cH:44][cH:45][c:46]([S:49](=[O:50])(=[O:51])[OH:52])[cH:47][cH:48]1>>[NH2:20][CH:21]1[CH:22]2[N:23]([CH:24]([c:29]3[n:30][n:31][n:32][n:33]3[CH2:34][c:35]3[cH:36][cH:37][cH:38][o:39]3)[C:25]([CH3:27])([CH3:28])[S:26]2)[C:40]1=[O:41].[c:43]1([CH3:53])[cH:44][cH:45][c:46]([S:49](=[O:50])(=[O:51])[O-:52])[cH:47][cH:48]1. Reactants: N-l4-(chloromethyl)phenyl, COC=1C=C2C(=NC=NC2=CC1OC)N1CCN(CC1)C(=O)N (4-(6,7-dimethoxy-4-quinazolinyl)-1-piperazinecarboxamide), N1CCCCC1 (piperidine), O (water). The solvent is CN(C=O)C (dimethylformamide). Reaction conditions: time 7 hour. The product is COC=1C=C2C(=NC=NC2=CC1OC)N1CCN(CC1)C(=O)NC1=CC=C(C=C1)CN1CCCCC1 (4-(6,7-Dimethoxy-4-quinazolinyl)-N-[4-(piperidinomethyl)phenyl]-1-piperazinecarboxamide). The yield is 92.0%. RXN SMILES: [CH3:1][O:2][C:3]1[CH:4]=[C:5]2[C:10](=[CH:11][C:12]=1[O:13][CH3:14])[N:9]=[CH:8][N:7]=[C:6]2[N:15]1[CH2:20][CH2:19][N:18]([C:21]([NH2:23])=[O:22])[CH2:17][CH2:16]1.[NH:24]1[CH2:29][CH2:28][CH2:27][CH2:26][CH2:25]1.O>CN(C)C=O>[CH3:1][O:2][C:3]1[CH:4]=[C:5]2[C:10](=[CH:11][C:12]=1[O:13][CH3:14])[N:9]=[CH:8][N:7]=[C:6]2[N:15]1[CH2:20][CH2:19][N:18]([C:21]([NH:23][C:12]2[CH:11]=[CH:10][C:5]([CH2:6][N:24]3[CH2:29][CH2:28][CH2:27][CH2:26][CH2:25]3)=[CH:4][CH:3]=2)=[O:22])[CH2:17][CH2:16]1. Procedure details: In 10 ml of toluene was suspended 593.5 mg (2.16 mmol) of 6,7-dimethoxy-4-piperazinylquinazoline obtained by the method described in South African Patent No. 67 06512 (1968), and 362.6 ml (2.16 mmol) of 4-(chloromethyl)phenyl isocyanate was added thereto, followed by stirring at room temperature for 3 hours. After the reaction mixture was filtered, the obtained crystals were washed with diisopropyl ether and dried under reduced pressure to give 916.8 mg (2.08 mmol, 96%) of N-[4-(chloromethyl)phe...